From a dataset of the Open Reaction Database (ORD), a public repository of structured organic reaction records. describe an organic reaction: reactants, conditions, products, and yield Starting materials: C1(CCCCC1)=O (Cyclohexanone), [H-].[Na+] (sodium hydride), C(=O)OCC (ethyl formate), C(C)O (ethanol). The solvent is CCCCCC (hexane), O (water). Conditions: time 20 hour. Product: OC=C1C(CCCC1)=O (2-hydroxymethylenecyclohexanone). The yield is 126.0%. RXN SMILES: [C:1]1(=[O:7])[CH2:6][CH2:5][CH2:4][CH2:3][CH2:2]1.[H-].[Na+].[CH:10](OCC)=[O:11].C(O)C>O.CCCCCC>[OH:11][CH:10]=[C:2]1[CH2:3][CH2:4][CH2:5][CH2:6][C:1]1=[O:7] |f:1.2|. Procedure: Cyclohexanone (200 grams, 2.0 moles) is added dropwise over a period of 2.75 hours to a stirred mixture of sodium hydride (50% oil dispersion, 105 grams, 2.1 moles), ethyl formate (200 grams, 2.7 moles), anhydrous ethanol (5 ml) and hexane (3500 ml) at 20° C. under nitrogen. Stirring is continued at room temperature for an additional 20 hours at which time a quantity of water sufficient to dissolve the reaction mixture is added. The layers are separated and the organic phase is washed twice with... Conditions: time 8 hour. The yield is 5.1%. The product is ClC1=CC(=C(OC2=CC=C(C=C2)[C@@H]2CCCN3C2=NS(CC3)(=O)=O)C=C1)C ((9S)-9-[4-(4-chloro-2-methylphenoxy)phenyl]-3,4,6,7,8,9-hexahydropyrido[2,1-c][1,2,4]thiadiazine 2,2-dioxide). Reported procedure: A mixture of (4-chloro-2-methylphenyl)boronic acid (912 mg), 4-[(9S)-2,2-dioxido-3,4,6,7,8,9-hexahydropyrido[2,1-c][1,2,4]thiadiazin-9-yl]phenol (500 mg), pyridine (3.60 mL), cesium carbonate (581 mg), diacetoxycopper (648 mg) and powdered 4A MS (5.00 g) in MeCN (18 mL) was stirred at room temperature overnight. The mixture was added with NH silica gel, concentrated in vacuo, and purified by column chromatography (NH silica gel, eluted with MeOH in EtOAc) to give the title compound (37.0 mg) as ... Solvent: CC#N (MeCN). As a reaction SMILES: [Cl:1][C:2]1[CH:7]=[CH:6][C:5](B(O)O)=[C:4]([CH3:11])[CH:3]=1.[O:12]=[S:13]1(=[O:30])[CH2:18][CH2:17][N:16]2[CH2:19][CH2:20][CH2:21][C@@H:22]([C:23]3[CH:28]=[CH:27][C:26]([OH:29])=[CH:25][CH:24]=3)[C:15]2=[N:14]1.N1C=CC=CC=1.C(=O)([O-])[O-].[Cs+].[Cs+]>CC#N.C(O[Cu]OC(=O)C)(=O)C>[Cl:1][C:2]1[CH:7]=[CH:6][C:5]([O:29][C:26]2[CH:25]=[CH:24][C:23]([C@H:22]3[C:15]4=[N:14][S:13](=[O:30])(=[O:12])[CH2:18][CH2:17][N:16]4[CH2:19][CH2:20][CH2:21]3)=[CH:28][CH:27]=2)=[C:4]([CH3:11])[CH:3]=1 |f:3.4.5|. Reactants: 4A, ClC1=CC(=C(C=C1)B(O)O)C ((4-chloro-2-methylphenyl)boronic acid), O=S1(N=C2N(CC1)CCC[C@H]2C2=CC=C(C=C2)O)=O (4-[(9S)-2,2-dioxido-3,4,6,7,8,9-hexahydropyrido[2,1-c][1,2,4]thiadiazin-9-yl]phenol), N1=CC=CC=C1 (pyridine), C([O-])([O-])=O.[Cs+].[Cs+] (cesium carbonate). The reagents and catalysts are C(C)(=O)O[Cu]OC(C)=O (diacetoxycopper). Reactants: CC(C)c1ccc(Br)cc1, O=C([O-])[O-], CN(C)C=O, [K+], [K+], O, O=C(O)c1cc2ccccc2[nH]1. The product is CC(C)c1ccc(-n2c(C(=O)O)cc3ccccc32)cc1. RXN SMILES: [Br:13][c:14]1[cH:15][cH:16][c:17]([CH:20]([CH3:21])[CH3:22])[cH:18][cH:19]1.[C:23](=[O:24])([O-:25])[O-:26].[CH3:30][N:31]([CH3:32])[CH:33]=[O:34].[K+:27].[K+:28].[OH2:29].[nH:1]1[c:2]([C:10](=[O:11])[OH:12])[cH:3][c:4]2[cH:5][cH:6][cH:7][cH:8][c:9]12>>[n:1]1(-[c:14]2[cH:15][cH:16][c:17]([CH:20]([CH3:21])[CH3:22])[cH:18][cH:19]2)[c:2]([C:10](=[O:11])[OH:12])[cH:3][c:4]2[cH:5][cH:6][cH:7][cH:8][c:9]12. The reactants are CCN1CCC(O)CC1, C1CCOC1, CC(C)OC(=O)N=NC(=O)OC(C)C, c1ccc(P(c2ccccc2)c2ccccc2)cc1, Oc1ccc(C2(CNc3ccccn3)CCOCC2)cc1. Yields the product CCN1CCC(Oc2ccc(C3(CNc4ccccn4)CCOCC3)cc2)CC1. Reaction SMILES: [CH2:22]([CH3:23])[N:24]1[CH2:25][CH2:26][CH:27]([OH:30])[CH2:28][CH2:29]1.[CH2:64]1[O:65][CH2:66][CH2:67][CH2:68]1.[O:50]=[C:51]([O:52][CH:53]([CH3:54])[CH3:55])[N:56]=[N:57][C:58]([O:59][CH:60]([CH3:61])[CH3:62])=[O:63].[c:31]1([P:32]([c:33]2[cH:34][cH:35][cH:36][cH:37][cH:38]2)[c:39]2[cH:40][cH:41][cH:42][cH:43][cH:44]2)[cH:45][cH:46][cH:47][cH:48][cH:49]1.[n:1]1[c:2]([NH:7][CH2:8][C:9]2([c:15]3[cH:16][cH:17][c:18]([OH:21])[cH:19][cH:20]3)[CH2:10][CH2:11][O:12][CH2:13][CH2:14]2)[cH:3][cH:4][cH:5][cH:6]1>>[n:1]1[c:2]([NH:7][CH2:8][C:9]2([c:15]3[cH:16][cH:17][c:18]([O:21][CH:27]4[CH2:26][CH2:25][N:24]([CH2:22][CH3:23])[CH2:29][CH2:28]4)[cH:19][cH:20]3)[CH2:10][CH2:11][O:12][CH2:13][CH2:14]2)[cH:3][cH:4][cH:5][cH:6]1. Starting materials: S(=O)(=O)(O)CCO (isethionic acid), [Na] (sodium), [OH-].[Na+] (sodium hydroxide), OCC(O)CO (glycerin), P(=O)([O-])([O-])[O-].[K+].[K+].[K+] (potassium phosphate). The solvent is O (water). Run at temperature 200 celsius. The product is OC(COCCS(=O)(=O)[O-])CO.[Na+] (sodium 2-(2,3-Dihydroxypropoxy)ethanesulfonate). As a reaction SMILES: [S:1]([CH2:5][CH2:6][OH:7])([OH:4])(=[O:3])=[O:2].[Na].[OH-].[Na+:10].[OH:11][CH2:12][CH:13]([CH2:15]O)[OH:14].P([O-])([O-])([O-])=O.[K+].[K+].[K+]>O>[OH:14][CH:13]([CH2:12][OH:11])[CH2:15][O:7][CH2:6][CH2:5][S:1]([O-:4])(=[O:3])=[O:2].[Na+:10] |f:2.3,5.6.7.8,10.11,^1:7|. Reported procedure: To a 500 mL, three neck, round bottom flask equipped with a magnetic stirring bar, modified Claisen head, condenser (set for distillation), thermometer, and temperature controller (Therm-O-Watch®, I2R) was added isethionic acid, sodium salt (Aldrich, 50.0 gm, 0.338 mol), sodium hydroxide (2.7 g, 0.0675 mol), and glycerin (Baker, 310.9 gm, 3.38 mol). The solution was heated at 190° C. under argon overnight as water distilled from the reaction mixture. A 13C-NMR(DMSO-d6) showed that the reaction w... Reactants: C1(CCCC1)C(C(=O)C1=CC=C(C=C1)OC)CC (α-cyclopentyl-p-methoxy butyrophenone), [Cl-].[Cl-].[Cl-].[Al+3] (aluminium trichloride), Cl (hydrochloric acid), residue. Run in C1=CC=CC=C1 (benzene), petroleum ether. The product is C1(CCCC1)C(C(=O)C1=CC=C(C=C1)O)CC (α-Cyclopentyl-p-hydroxybutyrophenone). RXN SMILES: [CH:1]1([CH:6]([CH2:17][CH3:18])[C:7]([C:9]2[CH:14]=[CH:13][C:12]([O:15]C)=[CH:11][CH:10]=2)=[O:8])[CH2:5][CH2:4][CH2:3][CH2:2]1.[Cl-].[Cl-].[Cl-].[Al+3].Cl>C1C=CC=CC=1>[CH:1]1([CH:6]([CH2:17][CH3:18])[C:7]([C:9]2[CH:14]=[CH:13][C:12]([OH:15])=[CH:11][CH:10]=2)=[O:8])[CH2:5][CH2:4][CH2:3][CH2:2]1 |f:1.2.3.4|. Procedure details: The mixture of 4.9 g (0.02 mol) of α-cyclopentyl-p-methoxy butyrophenone, 8.0 g (0.06 mol) of aluminium trichloride and 60 ml of benzene was refluxed for 3 hours. Dilute hydrochloric acid was added, the layers separated and the organic layer washed with water. The product was extracted with 2M sodium hydroxide. The alkaline solution was made acidic. The product was extracted with methylene chloride, dried and the solvent evaporated. The residue 4.1 g (0.018 mol, 88%) was crystallized from petrol...